This data is from the Open Reaction Database (ORD), a public repository of structured organic reaction records. The task is: describe an organic reaction: reactants, conditions, products, and yield Starting materials: O=C(c1ccc(F)cc1)C1CCNCC1, c1c[nH]c(N2CCCCC2)n1, O=C(c1ccc(-n2ccnc2)cc1)C1CCN(CCc2ccccc2)CC1. Yields the product O=C(c1ccc(F)cc1)C1CCN(CCc2ccccc2)CC1. As a reaction SMILES: [F:39][c:40]1[cH:41][cH:42][c:43]([C:44]([CH:45]2[CH2:46][CH2:47][NH:48][CH2:49][CH2:50]2)=[O:51])[cH:52][cH:53]1.[N:1]1([c:2]2[nH:3][cH:4][cH:5][n:6]2)[CH2:7][CH2:8][CH2:9][CH2:10][CH2:11]1.[n:12]1(-[c:17]2[cH:18][cH:19][c:20]([C:23](=[O:24])[CH:25]3[CH2:26][CH2:27][N:28]([CH2:31][CH2:32][c:33]4[cH:34][cH:35][cH:36][cH:37][cH:38]4)[CH2:29][CH2:30]3)[cH:21][cH:22]2)[cH:13][cH:14][n:15][cH:16]1>>[c:17]1([F:39])[cH:18][cH:19][c:20]([C:23](=[O:24])[CH:25]2[CH2:26][CH2:27][N:28]([CH2:31][CH2:32][c:33]3[cH:34][cH:35][cH:36][cH:37][cH:38]3)[CH2:29][CH2:30]2)[cH:21][cH:22]1. Starting materials: CN (methylamine), IC1=C(C=C(C=C1)OC)CCC(C)=O (4-(2-iodo-5-methoxyphenyl)-2-butanone), C(#N)[BH3-].[Na+] (sodium cyanoborohydride), Cl.CN (methylamine hydrochloride), Cl (hydrochloric acid), Cl (hydrogen chloride). The solvent is CO (methanol), CO (methanol), CCOCC (Ether). Conditions: time 2 hour. Product: Cl.IC1=C(C=C(C=C1)OC)CCC(NC)C (2-Iodo-5-methoxy-N,alphadimethylbenzenepropanamine Hydrochloride). Yield: 55.5%. Reaction SMILES: CN.[I:3][C:4]1[CH:9]=[CH:8][C:7]([O:10][CH3:11])=[CH:6][C:5]=1[CH2:12][CH2:13][C:14](=O)[CH3:15].[C:17]([BH3-])#[N:18].[Na+].[ClH:21].CN.Cl>CO.CCOCC>[ClH:21].[I:3][C:4]1[CH:9]=[CH:8][C:7]([O:10][CH3:11])=[CH:6][C:5]=1[CH2:12][CH2:13][CH:14]([CH3:15])[NH:18][CH3:17] |f:2.3,4.5,9.10|. Procedure: A solution of 19.41 g (0.625 mole) of methylamine in 400 ml of anhydrous methanol was treated with 37.92 g (0.125 mole) of 4-(2-iodo-5-methoxyphenyl)-2-butanone, 6.28 g (0.1 mole) of sodium cyanoborohydride and 21.07 g (0.312 mole) of methylamine hydrochloride and allowed to stir at room temperature under an atmosphere of nitrogen for 21/2 hours. The resulting mixture was cooled in an ice bath and treated with concentrated hydrochloric acid to pH 1. The solvent was evaporated in vacuo and the re... As a reaction SMILES: [CH3:1][C:2]1[NH:3][C:4]2[C:9]([CH:10]=1)=[C:8]([C:11]([F:14])([F:13])[F:12])[C:7]([C:15]#[N:16])=[CH:6][CH:5]=2.[Br:17][C:18]1[CH:22]=[C:21]([CH2:23]Cl)[O:20][N:19]=1>>[Br:17][C:18]1[CH:22]=[C:21]([CH2:23][N:3]2[C:4]3[C:9](=[C:8]([C:11]([F:12])([F:14])[F:13])[C:7]([C:15]#[N:16])=[CH:6][CH:5]=3)[CH:10]=[C:2]2[CH3:1])[O:20][N:19]=1. The product is BrC1=NOC(=C1)CN1C(=CC2=C(C(=CC=C12)C#N)C(F)(F)F)C (1-[(3-Bromo-5-isoxazolyl)methyl]-2-methyl-4-(trifluoromethyl)-1H-indole-5-carbonitrile). Reported procedure: Synthesized as described in Example 4 using 2-methyl-4-(trifluoromethyl)-1H-indole-5-carbonitrile (Example 120) and 3-bromo-5-(chloromethyl)isoxazole (Example 325A): MS (ES) m/z 382 (M−1) and 384 (M−1, isotope). The reactants are CC=1NC2=CC=C(C(=C2C1)C(F)(F)F)C#N (2-methyl-4-(trifluoromethyl)-1H-indole-5-carbonitrile), BrC1=NOC(=C1)CCl (3-bromo-5-(chloromethyl)isoxazole). Reactants: C(C)OC(C(=O)OCCOCC)CC1=CC=C(C=C1)O (Ethoxyethyl (2RS) (+/−) 2-ethoxy-3-(4-hydroxyphenyl)propanoate), solution, P(=O)([O-])([O-])[O-] (phosphate), C(C)(=O)[O-] (acetate), enzyme solution. Product: C(C)O[C@H](C(=O)O)CC1=CC=C(C=C1)O.C(C)O[C@@H](C(=O)OCCOCC)CC1=CC=C(C=C1)O ((2S)-2-Ethoxy-3-(4-hydroxyphenyl)propanoic acid 2-Ethoxyethyl (2R)-2-ethoxy-3-(4-hydroxyphenyl)propanoate). Reaction SMILES: [CH2:1]([O:3][CH:4]([CH2:13][C:14]1[CH:19]=[CH:18][C:17]([OH:20])=[CH:16][CH:15]=1)[C:5]([O:7][CH2:8][CH2:9][O:10][CH2:11][CH3:12])=[O:6])[CH3:2].P([O-])([O-])([O-])=O.C([O-])(=O)C>>[CH2:1]([O:3][C@@H:4]([CH2:13][C:14]1[CH:15]=[CH:16][C:17]([OH:20])=[CH:18][CH:19]=1)[C:5]([OH:7])=[O:6])[CH3:2].[CH2:1]([O:3][C@H:4]([CH2:13][C:14]1[CH:19]=[CH:18][C:17]([OH:20])=[CH:16][CH:15]=1)[C:5]([O:7][CH2:8][CH2:9][O:10][CH2:11][CH3:12])=[O:6])[CH3:2] |f:3.4|. Procedure: Ethoxyethyl (2RS) (+/−) 2-ethoxy-3-(4-hydroxyphenyl)propanoate (0.5 ml of a solution containing 2 mg/ml in a phosphate, pH 7; 0.1 M, or acetate buffer, pH 5; 0.1 M) was added to the reaction vessel followed by an enzyme (0.5 ml enzyme solution). The reaction mixture was shaken at room temperature and analysed at different times (maximum 36 h). The reaction mixture was analysed without work up by the gradient HPLC method 1, chiral HPLC methods 2 and 5, and by the CCE method 1.